This data is from the Open Reaction Database (ORD), a public repository of structured organic reaction records. The task is: describe an organic reaction: reactants, conditions, products, and yield Reaction SMILES: B(O)O.Br[C:5]1[N:12]=[CH:11][CH:10]=[CH:9][C:6]=1[CH:7]=[O:8].[O:13]1[CH:17]=[CH:16][CH:15]=[C:14]1B(O)O>>[O:13]1[CH:17]=[CH:16][CH:15]=[C:14]1[C:5]1[N:12]=[CH:11][CH:10]=[CH:9][C:6]=1[CH:7]=[O:8]. Reactants: B(O)O (boronic acid), BrC1=C(C=O)C=CC=N1 (2-bromonicotinaldehyde), O1C(=CC=C1)B(O)O (furan-2-ylboronic acid). Procedure details: 2-(furan-2-yl)nicotinaldehyde was prepared using the general boronic acid coupling procedure for 2-bromonicotinaldehyde and furan-2-ylboronic acid (38 mg, 93.2 mg theoretical, 40.8%). LC-MS m/z 174.2 (M+1). Yields the product O1C(=CC=C1)C1=C(C=O)C=CC=N1 (2-(furan-2-yl)nicotinaldehyde). Reactants: [H-].[Na+] (sodium hydride), C(C)C1(COC1)C=O (3-ethyloxetane-3-carbaldehyde), ClC=1C=CC(=C(C1)C1=CC(N(C=C1OC)CC(=O)OC(C)(C)C)=O)C#N (tert-butyl [4-(5-chloro-2-cyanophenyl)-5-methoxy-2-oxopyridin-1(2H)-yl]acetate). The solvent is CN(C=O)C (dimethylformamide), CN(C=O)C (dimethylformamide). Run at time 15 minute. Product: ClC=1C=CC(=C(C1)C1=CC(N(C=C1OC)C(C(=O)OC(C)(C)C)=CC1(COC1)CC)=O)C#N (tert-Butyl 2-[4-(5-chloro-2-cyanophenyl)-5-methoxy-2-oxopyridin-1(2H)-yl]-3-(3-ethyloxetan-3-yl)prop-2-enoate). Reaction SMILES: [H-].[Na+].[CH2:3]([C:5]1([CH:9]=O)[CH2:8][O:7][CH2:6]1)[CH3:4].[Cl:11][C:12]1[CH:13]=[CH:14][C:15]([C:35]#[N:36])=[C:16]([C:18]2[C:23]([O:24][CH3:25])=[CH:22][N:21]([CH2:26][C:27]([O:29][C:30]([CH3:33])([CH3:32])[CH3:31])=[O:28])[C:20](=[O:34])[CH:19]=2)[CH:17]=1>CN(C)C=O>[Cl:11][C:12]1[CH:13]=[CH:14][C:15]([C:35]#[N:36])=[C:16]([C:18]2[C:23]([O:24][CH3:25])=[CH:22][N:21]([C:26](=[CH:9][C:5]3([CH2:3][CH3:4])[CH2:6][O:7][CH2:8]3)[C:27]([O:29][C:30]([CH3:31])([CH3:32])[CH3:33])=[O:28])[C:20](=[O:34])[CH:19]=2)[CH:17]=1 |f:0.1|. Procedure details: 38.4 mg (1.60 mmol, 2 eq., 60% in mineral oil) of sodium hydride and 457 mg (4.00 mmol) of 3-ethyloxetane-3-carbaldehyde in 1 ml of dimethylformamide were added in succession to a solution of 300 mg (800 μmol) of tert-butyl [4-(5-chloro-2-cyanophenyl)-5-methoxy-2-oxopyridin-1(2H)-yl]acetate in 8 ml of dimethylformamide. After 15 min at RT, the reaction was terminated by addition of 10 ml of saturated aqueous ammonium chloride solution and the reaction mixture was then extracted three times with ... Reactants: [N+](=O)([O-])C1=CC=C(C=C1)N1N=C(C=C1CO)C(F)(F)F ([1-(4-nitrophenyl)-3-(trifluoromethyl)-1H-pyrazol-5-yl]methanol), C(C)N(CC)S(F)(F)F ((Diethylamino)sulphur trifluoride). The solvent is C(Cl)Cl (DCM), C(Cl)Cl (DCM). Reaction conditions: temperature 0 celsius, time 30 minute. The product is FCC1=CC(=NN1C1=CC=C(C=C1)[N+](=O)[O-])C(F)(F)F (5-(fluoromethyl)-1-(4-nitrophenyl)-3-(trifluoromethyl)-1H-pyrazole). The yield is 81.0%. RXN SMILES: [N+:1]([C:4]1[CH:9]=[CH:8][C:7]([N:10]2[C:14]([CH2:15]O)=[CH:13][C:12]([C:17]([F:20])([F:19])[F:18])=[N:11]2)=[CH:6][CH:5]=1)([O-:3])=[O:2].C(N(S(F)(F)[F:27])CC)C>C(Cl)Cl>[F:27][CH2:15][C:14]1[N:10]([C:7]2[CH:8]=[CH:9][C:4]([N+:1]([O-:3])=[O:2])=[CH:5][CH:6]=2)[N:11]=[C:12]([C:17]([F:20])([F:19])[F:18])[CH:13]=1. Procedure: Intermediate 19 (0.5 g, 1.75 mmol) was dissolved in DCM (10 ml) and reaction mixture cooled to 0° C. To this (Diethylamino)sulphur trifluoride (0.46 ml, 3.5 mmol) was added drop-wise and allowed the reaction mixture to stir at rt for 30 mins. After completion of the reaction, reaction mixture diluted with DCM and washed with water. DCM removed on rotavapour to obtain the crude. Crude was purified by column chromatography using EA and petether (7:97) as eluent to afford the title compound (0.41 g... Reactants: ( 100 ), ( 42 ), C(C)(=O)OC1=CC=C(C2=COC3=C(C(=CC=C3C2=O)OC(C)=O)C)C=C1 (4′,7-diacetoxy-8-methylisoflavone), OC1=CC=C2C(C(COC2=C1C)C1=CC=C(C=C1)OC)=O (7-hydroxy-4′-methoxy-8-methylisoflavanone), C(C)(=O)OC(C)=O (acetic anhydride). Run in N1=CC=CC=C1 (pyridine). Yields the product C(C)(=O)OC1=CC=C2C(C(=COC2=C1C)C1=CC=C(C=C1)OC)=O (7-Acetoxy-4′-methoxy-8-methylisoflavone). RXN SMILES: OC1C(C)=C2C(C(=O)C(C3C=CC(OC)=CC=3)CO2)=CC=1.C(OC(=O)C)(=O)C.[C:29]([O:32][C:33]1[CH:54]=[CH:53][C:36]([C:37]2[C:46](=[O:47])[C:45]3[C:40](=[C:41]([CH3:52])[C:42]([O:48][C:49](=[O:51])[CH3:50])=[CH:43][CH:44]=3)[O:39][CH:38]=2)=[CH:35][CH:34]=1)(=O)C>N1C=CC=CC=1>[C:49]([O:48][C:42]1[C:41]([CH3:52])=[C:40]2[C:45]([C:46](=[O:47])[C:37]([C:36]3[CH:35]=[CH:34][C:33]([O:32][CH3:29])=[CH:54][CH:53]=3)=[CH:38][O:39]2)=[CH:44][CH:43]=1)(=[O:51])[CH3:50]. Procedure: 7-Acetoxy-4′-methoxy-8-methylisoflavone was prepared from 7-hydroxy-4′-methoxy-8-methylisoflavanone (3.0 g, 10.6 mmol), acetic anhydride (10 ml) and pyridine (2.0 ml) as described for 4′,7-diacetoxy-8-methylisoflavone. Yield: (2.0 g, 58%) m.p. 190-192° C. 1H NMR (CDCl3): δ 2.31 (s, 3H, CH3), 2.38 (s, 3H, OCOCH3), 3.84 (s, 3H, OMe), 6.98 (d, 2H, J 8.7 Hz, ArH), 7.12 (d, 1H, J 8.6 Hz, H6), 7.52 (d, 2H, J 8.7 Hz, ArH), 8.03 (s, 1H, H2), 8.18 (d, 1H, J 8.6 Hz, H5). Mass spectrum: 325 (M+1, 13%); 324... The reactants are ICI (diiodomethane), C(C)OC(=O)C=1N(C=C(C1N)C#N)C (3-amino-4-cyano-1-methyl-1H-pyrrole-2-carboxylic acid ethyl ester), C(CC(C)C)ON=O (isoamylnitrite). The solvent is C(C)#N (acetonitrile). Run at time 10 minute. The product is C(C)OC(=O)C=1N(C=C(C1I)C#N)C (4-cyano-3-iodo-1-methyl-1H-pyrrole-2-carboxylic acid ethyl ester). As a reaction SMILES: I[CH2:2][I:3].[CH2:4]([O:6][C:7]([C:9]1[N:10]([CH3:17])[CH:11]=[C:12](C#N)[C:13]=1[NH2:14])=[O:8])[CH3:5].C(ON=O)CC(C)C>C(#N)C>[CH2:4]([O:6][C:7]([C:9]1[N:10]([CH3:17])[CH:11]=[C:12]([C:13]#[N:14])[C:2]=1[I:3])=[O:8])[CH3:5]. Procedure details: Add diiodomethane (22.15 mL, 274.97 mmol) to 3-amino-4-cyano-1-methyl-1H-pyrrole-2-carboxylic acid ethyl ester (14.75 g, 76.34 mmol, prepared in preparation 33) in acetonitrile with stirring at room temperature. Next, add isoamylnitrite (25.65 mL, 190.92 mmol) while heating the reaction to 35° C. After complete addition, the reaction is heated to 65° C. After 10 minutes; cool the reaction mixture to room temperature and concentrate under reduced pressure. Purify the residue by filtering over sil...